This data is from the Open Reaction Database (ORD), a public repository of structured organic reaction records. The task is: describe an organic reaction: reactants, conditions, products, and yield Starting materials: N1C[C@@H](CCC1)NC(OC(C)(C)C)=O (tert-butyl (R)-piperidin-3-yl-carbamate), BrC1=CC=C(C=C1)F (4-bromo-1-fluorobenzene), C(C)(C)(C)P(C1=C(C=CC=C1)C1=CC=CC=C1)C(C)(C)C (2-(di-tert-butylphosphino)biphenyl), CC(C)([O-])C.[Na+] (sodium tert-butoxide). The reagents and catalysts are C=1C=CC(=CC1)/C=C/C(=O)/C=C/C2=CC=CC=C2.C=1C=CC(=CC1)/C=C/C(=O)/C=C/C2=CC=CC=C2.C=1C=CC(=CC1)/C=C/C(=O)/C=C/C2=CC=CC=C2.[Pd].[Pd] (tris(dibenzylideneacetone)dipalladium). Solvent: C1(=CC=CC=C1)C (toluene). The product is FC1=CC=C(C=C1)N1C[C@@H](CCC1)NC(OC(C)(C)C)=O (tert-Butyl (R)-[1-(4-fluorophenyl)piperidin-3-yl]carbamate). Isolated yield 81.9%. As a reaction SMILES: [NH:1]1[CH2:6][CH2:5][CH2:4][C@@H:3]([NH:7][C:8](=[O:14])[O:9][C:10]([CH3:13])([CH3:12])[CH3:11])[CH2:2]1.Br[C:16]1[CH:21]=[CH:20][C:19]([F:22])=[CH:18][CH:17]=1.C(P(C(C)(C)C)C1C=CC=CC=1C1C=CC=CC=1)(C)(C)C.CC(C)([O-])C.[Na+]>C1C=CC(/C=C/C(/C=C/C2C=CC=CC=2)=O)=CC=1.C1C=CC(/C=C/C(/C=C/C2C=CC=CC=2)=O)=CC=1.C1C=CC(/C=C/C(/C=C/C2C=CC=CC=2)=O)=CC=1.[Pd].[Pd].C1(C)C=CC=CC=1>[F:22][C:19]1[CH:20]=[CH:21][C:16]([N:1]2[CH2:6][CH2:5][CH2:4][C@@H:3]([NH:7][C:8](=[O:14])[O:9][C:10]([CH3:11])([CH3:13])[CH3:12])[CH2:2]2)=[CH:17][CH:18]=1 |f:3.4,5.6.7.8.9|. Procedure: Under a nitrogen atmosphere, a toluene solution (4 mL) of tert-butyl (R)-piperidin-3-yl-carbamate (500 mg, 2.50 mmol), 4-bromo-1-fluorobenzene (0.250 mL, 2.28 mmol), 2-(di-tert-butylphosphino)biphenyl (136 mg, 0.500 mmol), tris(dibenzylideneacetone)dipalladium (0) (104 mg, 0.130 mmol), and sodium tert-butoxide (307 mg, 3.50 mmol) was stirred at 100° C. for 4 hours. After completion of the reaction, the reaction solution was concentrated under reduced pressure and purified by silica gel column ch... The reactants are C1(=CC=CC=C1)OC(NC#N)=N (2-phenyl-N-cyano-isourea), NCC#CC=1C=C2C(=NC=NC2=CC1)NC1=CC(=C(C=C1)OC=1C=NC(=CC1)C)C ([6-(3-amino-prop-1-ynyl)-quinazolin-4-yl]-[3-methyl-4-(6-methyl-pyridin-3-yloxy)-phenyl]-amine). Solvent: C(C)(C)O (isopropanol). Conditions: temperature 85 celsius. Yields the product C(#N)NC(=N)NCC#CC=1C=C2C(=NC=NC2=CC1)NC1=CC(=C(C=C1)OC=1C=NC(=CC1)C)C (N-cyano-N′-(3-{4-[3-Methyl-4-(6-methyl-pyridin-3-yloxy)-phenylamino]-quinazolin-6-yl}-prop-2-ynyl)guanidine). Isolated yield 51.2%. Reaction SMILES: C1(O[C:8](=[NH:12])[NH:9][C:10]#[N:11])C=CC=CC=1.[NH2:13][CH2:14][C:15]#[C:16][C:17]1[CH:18]=[C:19]2[C:24](=[CH:25][CH:26]=1)[N:23]=[CH:22][N:21]=[C:20]2[NH:27][C:28]1[CH:33]=[CH:32][C:31]([O:34][C:35]2[CH:36]=[N:37][C:38]([CH3:41])=[CH:39][CH:40]=2)=[C:30]([CH3:42])[CH:29]=1>C(O)(C)C>[C:8]([NH:9][C:10]([NH:13][CH2:14][C:15]#[C:16][C:17]1[CH:18]=[C:19]2[C:24](=[CH:25][CH:26]=1)[N:23]=[CH:22][N:21]=[C:20]2[NH:27][C:28]1[CH:33]=[CH:32][C:31]([O:34][C:35]2[CH:36]=[N:37][C:38]([CH3:41])=[CH:39][CH:40]=2)=[C:30]([CH3:42])[CH:29]=1)=[NH:11])#[N:12]. Procedure details: A mixture of 2-phenyl-N-cyano-isourea (50 mg, 0.31 mmol) and [6-(3-amino-prop-1-ynyl)-quinazolin-4-yl]-[3-methyl-4-(6-methyl-pyridin-3-yloxy)-phenyl]-amine (30 mg, 0.076 mmol) in isopropanol (3 mL) was heated at 85° C. in a sealed tube. The reaction was cooled to room temperature after 5 hours. Solvent was removed via rotovap. The residue was then purified by FCC to give the final product (18 mg, 51%) as a light yellow solid. MS ESI (+) m/z 463 (M+1) detected; 1H NMR (400 MHz, deuterated DMSO) □... Starting materials: C(=O)(OCC)N1CCN(CC1)C1=CC2=C(SC3=C1C=C(C=C3)Cl)C=CC(=C2)C (1-carbethoxy-4-(8-chloro-2-methyl-dibenzo[b,f]thiepin-10-yl)piperazine), [BH4-].[Na+] (sodium borohydride), C(C(=O)O)(=O)O (oxalic acid). The solvent is COCCOCCOC (diglyme), COCCOCCOC (diglyme). Product: C(=O)(OCC)N1CCN(CC1)C1CC2=C(SC3=C1C=C(C=C3)Cl)C=CC(=C2)C (1-carbethoxy-4-(8-chloro-10,11-dihydro-2-methyl-dibenzo[b,f]-thiepin-10-yl)piperazine). RXN SMILES: [C:1]([N:6]1[CH2:11][CH2:10][N:9]([C:12]2[C:18]3[CH:19]=[C:20]([Cl:23])[CH:21]=[CH:22][C:17]=3[S:16][C:15]3[CH:24]=[CH:25][C:26]([CH3:28])=[CH:27][C:14]=3[CH:13]=2)[CH2:8][CH2:7]1)([O:3][CH2:4][CH3:5])=[O:2].[BH4-].[Na+].C(O)(=O)C(O)=O>COCCOCCOC>[C:1]([N:6]1[CH2:7][CH2:8][N:9]([CH:12]2[C:18]3[CH:19]=[C:20]([Cl:23])[CH:21]=[CH:22][C:17]=3[S:16][C:15]3[CH:24]=[CH:25][C:26]([CH3:28])=[CH:27][C:14]=3[CH2:13]2)[CH2:10][CH2:11]1)([O:3][CH2:4][CH3:5])=[O:2] |f:1.2|. Procedure: 41.5 G. of 1-carbethoxy-4-(8-chloro-2-methyl-dibenzo[b,f]thiepin-10-yl)piperazine are reacted together with 1 l. of absolute diglyme (diethyleneglycoldimethylether) with 26.5 g. of sodium borohydride and stirred at 25° for 30 minutes. The reaction mixture is then mixed dropwise at 20°-30° over a 45-minute period with a solution of 138.6 g. of oxalic acid in 800 ml. of diglyme. The reaction mixture is maintained at 100° for 15 hours. The resulting mixture is evapoated under reduced pressure. The ... Starting materials: F[B-](F)(F)F, CC1Cc2ccccc2N1, CCN(C(C)C)C(C)C, O=C(O)c1ccnc(Nc2ccc3c(c2)CC2(C3)C(=O)Nc3ncccc32)c1, CN(C)C=O, CN(C)C(On1nnc2ccccc21)=[N+](C)C. Product: CC1Cc2ccccc2N1C(=O)c1ccnc(Nc2ccc3c(c2)CC2(C3)C(=O)Nc3ncccc32)c1. RXN SMILES: [B-:48]([F:49])([F:50])([F:51])[F:52].[CH3:29][CH:30]1[NH:31][c:32]2[cH:33][cH:34][cH:35][cH:36][c:37]2[CH2:38]1.[CH:39]([N:40]([CH2:41][CH3:42])[CH:43]([CH3:44])[CH3:45])([CH3:46])[CH3:47].[O:1]=[C:2]1[NH:3][c:4]2[n:5][cH:6][cH:7][cH:8][c:9]2[C:10]12[CH2:11][c:12]1[cH:13][cH:14][c:15]([NH:19][c:20]3[cH:21][c:22]([C:23](=[O:24])[OH:25])[cH:26][cH:27][n:28]3)[cH:16][c:17]1[CH2:18]2.[O:70]=[CH:71][N:72]([CH3:73])[CH3:74].[n:53]1([O:54][C:55]([N:56]([CH3:57])[CH3:58])=[N+:59]([CH3:60])[CH3:61])[c:62]2[cH:63][cH:64][cH:65][cH:66][c:67]2[n:68][n:69]1>>[O:1]=[C:2]1[NH:3][c:4]2[n:5][cH:6][cH:7][cH:8][c:9]2[C:10]12[CH2:11][c:12]1[cH:13][cH:14][c:15]([NH:19][c:20]3[cH:21][c:22]([C:23](=[O:24])[N:31]4[CH:30]([CH3:29])[CH2:38][c:37]5[c:32]4[cH:33][cH:34][cH:35][cH:36]5)[cH:26][cH:27][n:28]3)[cH:16][c:17]1[CH2:18]2.